From a dataset of the Open Reaction Database (ORD), a public repository of structured organic reaction records. describe an organic reaction: reactants, conditions, products, and yield The reactants are CCOCC (ether), C1(CCCCC1)C1CC(C(CC1)=O)C(NC)=S (4-cyclohexyl 2-methylthiocarbamoyl cyclohexanone), C(C)(=O)O (acetic acid), O.NN (hydrazine hydrate). The solvent is C(C)O (ethanol). Product: C1(CCCCC1)C1CC=2C(=NNC2CC1)NC (5-cyclohexyl 3-methylamino 4,5,6,7-tetrahydro indazole). Reaction SMILES: [CH:1]1([CH:7]2[CH2:12][CH2:11][C:10](=O)[CH:9]([C:14](=S)[NH:15][CH3:16])[CH2:8]2)[CH2:6][CH2:5][CH2:4][CH2:3][CH2:2]1.O.[NH2:19][NH2:20].C(O)(=O)C.CCOCC>C(O)C>[CH:1]1([CH:7]2[CH2:12][CH2:11][C:10]3[NH:20][N:19]=[C:14]([NH:15][CH3:16])[C:9]=3[CH2:8]2)[CH2:6][CH2:5][CH2:4][CH2:3][CH2:2]1 |f:1.2|. Reported procedure: 0.7 g of 4-cyclohexyl 2-methylthiocarbamoyl cyclohexanone dissolved in 30 ml ethanol are added with 0.15 g hydrazine hydrate. The mixture is heated to reflux for 30 mn until the evolution of sulphydric gas has ceased. 0.3 ml acetic acid are thereafter added and the whole is refluxed for 3 hours. The mixture is evaporated off giving a yellow liquid as residue. The residue is taken up with ether; the organic solution is washed with a saturated aqueous solution of sodium bicarbonate then with water... Product: Cc1cc(Br)cnc1F. Starting materials: F, O=N[O-], Cc1cc(Br)cnc1N, [Na+], c1ccncc1. Reaction SMILES: [FH:1].[N:17]([O-:18])=[O:19].[NH2:8][c:9]1[n:10][cH:11][c:12]([Br:16])[cH:13][c:14]1[CH3:15].[Na+:20].[cH:2]1[cH:3][cH:4][n:5][cH:6][cH:7]1>>[F:1][c:9]1[n:10][cH:11][c:12]([Br:16])[cH:13][c:14]1[CH3:15]. Starting materials: COC1=CC=CC(=N1)[C@@H]1N(CCC1)C1=NC=2N(C=C1)N=CC2C(=O)OCC ((R)-ethyl 5-(2-(6-methoxypyridin-2-yl)pyrrolidin-1-yl)pyrazolo[1,5-a]pyrimidine-3-carboxylate), C(C)(=O)O (acetic acid), Br (HBr). The solvent is CCOC(=O)C (EtOAc). Run at temperature 90 celsius. The product is O=C1C=CC=C(N1)[C@@H]1N(CCC1)C1=NC=2N(C=C1)N=CC2C(=O)OCC ((R)-ethyl 5-(2-(6-oxo-1,6-dihydropyridin-2-yl)pyrrolidin-1-yl)pyrazolo[1,5-a]pyrimidine-3-carboxylate). Isolated yield 67.9%. Reaction SMILES: C[O:2][C:3]1[N:8]=[C:7]([C@H:9]2[CH2:13][CH2:12][CH2:11][N:10]2[C:14]2[CH:19]=[CH:18][N:17]3[N:20]=[CH:21][C:22]([C:23]([O:25][CH2:26][CH3:27])=[O:24])=[C:16]3[N:15]=2)[CH:6]=[CH:5][CH:4]=1.C(O)(=O)C.Br>CCOC(C)=O>[O:2]=[C:3]1[NH:8][C:7]([C@H:9]2[CH2:13][CH2:12][CH2:11][N:10]2[C:14]2[CH:19]=[CH:18][N:17]3[N:20]=[CH:21][C:22]([C:23]([O:25][CH2:26][CH3:27])=[O:24])=[C:16]3[N:15]=2)=[CH:6][CH:5]=[CH:4]1. Procedure details: To a mixture of (R)-ethyl 5-(2-(6-methoxypyridin-2-yl)pyrrolidin-1-yl)pyrazolo[1,5-a]pyrimidine-3-carboxylate (0.46 g, 1.25 mmol) and acetic acid (3.0 g, 50 mmol) was added HBr (3.1 g, 12.5 mmol, 33% in acetic acid). The reaction mixture was heated at 90° C. for 2 hours. After cooling, the reaction was diluted with EtOAc, washed with water, saturated NaHCO3, and brine, then dried (MgSO4), filtered, and concentrated. The crude material was purified by silica column chromatography, eluting with 4%... Starting materials: [SiH4] (Silane), C(CCC)OCCOCCO (diethylene glycol monobutyl ether), C(C)(=O)OCC (ethyl acetate), C(C)(=O)OCC (ethyl acetate), C1(=CC=CC=C1)C (toluene), C1(=CC=CC=C1)C (toluene), C1(=CC=CC=C1)C (toluene). Product: C(C=C)OC(COCCOCCCC)O (1-Allyloxy-2-(2'-butoxyethoxy) ethanol). The yield is 60.0%. As a reaction SMILES: [SiH4].[CH2:2]([O:6][CH2:7][CH2:8][O:9][CH2:10][CH2:11][OH:12])[CH2:3][CH2:4][CH3:5].C(OCC)(=[O:15])C.[C:19]1([CH3:25])C=CC=C[CH:20]=1>>[CH2:25]([O:12][CH:11]([OH:15])[CH2:10][O:9][CH2:8][CH2:7][O:6][CH2:2][CH2:3][CH2:4][CH3:5])[CH:19]=[CH2:20]. Procedure: All procedures were the same as for preparation of compound 1 except that diethylene glycol monobutyl ether (45.3 mL, 260 mmoles) was used. After filtering the sodium bromide precipitate and concentrating the filtrate, the product was chromatographed on silica gel (eluents: toluene, 2.5% ethyl acetate in toluene, then 5% ethyl acetate in toluene), to produce a 60% yield of colorless liquid. Reactants: CC(=C1C=CC=C1)C1=CC=C(C=C1)C (6-methyl-6-(p-tolyl)fulvene), C(CCC)[Li] (n-butyllithium), CCCCCC (hexane), C(C1=CC=CC=C1)C(=C1C(=C(C(=C2C=C3C=C(C(=CC3=C12)C(C)(C)C)C1=CC=CC=C1)C1C=CC=C1)C1=CC=CC=C1)C(C)(C)C)C1=CC=C(C=C1)Cl (Benzyl(p-chlorophenyl)methylene(cyclopentadienyl)(2,7-diphenyl-3,6-di-tert-butylfluorene)). The solvent is O1CCCC1 (tetrahydrofuran). Reaction conditions: time 20 hour. The product is CC(C1=C(C(=CC=2C3=CC(=C(C=C3CC12)C1=CC=CC=C1)C(C)(C)C)C(C)(C)C)C1=CC=CC=C1)(C1C=CC=C1)C1=CC=C(C=C1)C (Methyl(p-tolyl)cyclopentadienyl(2,7-diphenyl-3,6-di-tert-butylfluorenyl)methane). RXN SMILES: C([Li])CCC.CCCCCC.C(C(C1C=CC(Cl)=CC=1)=[C:20]1[C:32]2[C:24]([CH:25]=[C:26]3[C:31]=2[CH:30]=[C:29]([C:33]([CH3:36])([CH3:35])[CH3:34])[C:28]([C:37]2[CH:42]=[CH:41][CH:40]=[CH:39][CH:38]=2)=[CH:27]3)=[C:23](C2C=CC=C2)[C:22]([C:48]2[CH:53]=[CH:52][CH:51]=[CH:50][CH:49]=2)=[C:21]1[C:54]([CH3:57])([CH3:56])[CH3:55])C1C=CC=CC=1.[CH3:65][C:66]([C:72]1[CH:77]=[CH:76][C:75]([CH3:78])=[CH:74][CH:73]=1)=[C:67]1[CH:71]=[CH:70][CH:69]=[CH:68]1>O1CCCC1>[CH3:65][C:66]([C:72]1[CH:73]=[CH:74][C:75]([CH3:78])=[CH:76][CH:77]=1)([CH:67]1[CH:68]=[CH:69][CH:70]=[CH:71]1)[C:23]1[C:24]2[CH2:25][C:26]3[C:31](=[CH:30][C:29]([C:33]([CH3:34])([CH3:36])[CH3:35])=[C:28]([C:37]4[CH:38]=[CH:39][CH:40]=[CH:41][CH:42]=4)[CH:27]=3)[C:32]=2[CH:20]=[C:21]([C:54]([CH3:56])([CH3:55])[CH3:57])[C:22]=1[C:48]1[CH:53]=[CH:52][CH:51]=[CH:50][CH:49]=1. Procedure details: Under a nitrogen atmosphere, a solution of n-butyllithium in hexane (6.3 ml, 10.2 mmol) was dropped into a solution of 2,7-diphenyl-3,6-di-tert-butylfluorene (4.0 g, 9.3 mmol) in dry tetrahydrofuran (50 ml) at −10° C., and then the product was stirred at room temperature for 20 hours. Then, 6-methyl-6-(p-tolyl)fulvene (1.9 g, 10.2 mmol) was dropped into this solution at −10° C., and the product was stirred at room temperature for 2 hours to induce a reaction. After the reaction was terminated, d... Starting materials: N=1N=C(N2C1C=CC=C2)C2=NC1=C(C=C(C=C1C=C2)F)OCC2(CCN(CCC2)C(=O)OC(C)(C)C)OC (tert-butyl 4-((2-([1,2,4]triazolo[4,3-a]pyridin-3-yl)-6-fluoroquinolin-8-yloxy)methyl)-4-methoxyazepane-1-carboxylate), FC(C(=O)O)(F)F (trifluoroacetic acid). Run in C(Cl)Cl (DCM). The product is N=1N=C(N2C1C=CC=C2)C2=NC1=C(C=C(C=C1C=C2)F)OCC2(CCNCCC2)OC (2-([1,2,4]triazolo[4,3-a]pyridin-3-yl)-6-fluoro-8-((4-methoxyazepan-4-yl)methoxy)quinoline). The yield is 124.5%. As a reaction SMILES: [N:1]1[N:2]=[C:3]([C:10]2[CH:19]=[CH:18][C:17]3[C:12](=[C:13]([O:21][CH2:22][C:23]4([O:37][CH3:38])[CH2:29][CH2:28][CH2:27][N:26](C(OC(C)(C)C)=O)[CH2:25][CH2:24]4)[CH:14]=[C:15]([F:20])[CH:16]=3)[N:11]=2)[N:4]2[CH:9]=[CH:8][CH:7]=[CH:6][C:5]=12.FC(F)(F)C(O)=O>C(Cl)Cl>[N:1]1[N:2]=[C:3]([C:10]2[CH:19]=[CH:18][C:17]3[C:12](=[C:13]([O:21][CH2:22][C:23]4([O:37][CH3:38])[CH2:29][CH2:28][CH2:27][NH:26][CH2:25][CH2:24]4)[CH:14]=[C:15]([F:20])[CH:16]=3)[N:11]=2)[N:4]2[CH:9]=[CH:8][CH:7]=[CH:6][C:5]=12. Procedure details: tert-butyl 4-((2-([1,2,4]triazolo[4,3-a]pyridin-3-yl)-6-fluoroquinolin-8-yloxy)methyl)-4-methoxyazepane-1-carboxylate (0.032 g, 0.061 mmol) was added to a mixture of trifluoroacetic acid and DCM (1:1) for 1 hour. The reaction was concentrated and co-evaporated several times with diethyl ether to yield 32 mgs of the desired product as a white solid. MS ESI (+) m/z 422 (M+1) detected. The reactants are ClC1=NC(=NC(=N1)NC(C(C)(C)C)(C)C)NC(C(C)(C)C)(C)C (2-chloro-4,6-bis[(1,1,2,2-tetramethylpropyl)amino]-s-triazine), CC12CNCC(CC1)C2(C)C (1,8,8-trimethyl-3-azabicyclo[3.2.1]octane), C(C)(C)N(C(C)C)CC (N,N-diisopropylethylamine), C=1(C(=CC=CC1)C)C (xylene). Solvent: C(C)(=O)OCC (ethyl acetate), O (water), ClCCl (dichloromethane). The product is CC12C(NCC(CC1)C2(C)C)C2=NC(=NC(=N2)NC(C(C)(C)C)(C)C)NC(C(C)(C)C)(C)C (2-(1,8,8-trimethyl-3-azabicyclo[3.2.1]octyl)-4,6-bis(1,1,2,2-tetramethylpropylamino)-s-triazine). Reaction SMILES: Cl[C:2]1[N:7]=[C:6]([NH:8][C:9]([CH3:15])([CH3:14])[C:10]([CH3:13])([CH3:12])[CH3:11])[N:5]=[C:4]([NH:16][C:17]([CH3:23])([CH3:22])[C:18]([CH3:21])([CH3:20])[CH3:19])[N:3]=1.[CH3:24][C:25]12[C:32]([CH3:34])([CH3:33])[CH:29]([CH2:30][CH2:31]1)[CH2:28][NH:27][CH2:26]2.C(N(CC)C(C)C)(C)C.C1(C)C(C)=CC=CC=1>C(OCC)(=O)C.O.ClCCl>[CH3:24][C:25]12[C:32]([CH3:34])([CH3:33])[CH:29]([CH2:30][CH2:31]1)[CH2:28][NH:27][CH:26]2[C:2]1[N:7]=[C:6]([NH:8][C:9]([CH3:15])([CH3:14])[C:10]([CH3:13])([CH3:12])[CH3:11])[N:5]=[C:4]([NH:16][C:17]([CH3:23])([CH3:22])[C:18]([CH3:21])([CH3:20])[CH3:19])[N:3]=1. Reported procedure: Seven grams (0.02 mole) of 2-chloro-4,6-bis[(1,1,2,2-tetramethylpropyl)amino]-s-triazine, 31 g. (0.2 mole) of 1,8,8-trimethyl-3-azabicyclo[3.2.1]octane, 7.1 ml. (0.04 mole) of N,N-diisopropylethylamine and xylene are refluxed under an argon atmosphere for 22 hours. After cooling, the reaction is diluted with ethyl acetate and water. The mixture is then washed with water, the organic phase dried over magnesium sulfate, filtered through diatomaceous earth and evaporated in vacuo. Addition of tolue...